The task is: describe an organic reaction: reactants, conditions, products, and yield. This data is from the Open Reaction Database (ORD), a public repository of structured organic reaction records. The reactants are CCOC(=O)C=C(C)Cc1ccccc1, CO, CCOC(=O)CC(C)=Cc1ccccc1, [K+], [OH-], O, O=P(Cl)(Cl)Cl, c1ccncc1. Yields the product CC(=Cc1ccccc1)CC(=O)O. Reaction SMILES: [CH3:21][C:22]([CH2:23][c:24]1[cH:25][cH:26][cH:27][cH:28][cH:29]1)=[CH:30][C:31]([O:32][CH2:33][CH3:34])=[O:35].[CH3:38][OH:39].[CH3:6][C:7]([CH2:8][C:9](=[O:10])[O:11][CH2:12][CH3:13])=[CH:14][c:15]1[cH:16][cH:17][cH:18][cH:19][cH:20]1.[K+:37].[OH-:36].[OH2:40].[P:1]([Cl:2])([Cl:3])([Cl:4])=[O:5].[cH:41]1[cH:42][cH:43][n:44][cH:45][cH:46]1>>[CH3:6][C:7]([CH2:8][C:9](=[O:10])[OH:11])=[CH:14][c:15]1[cH:16][cH:17][cH:18][cH:19][cH:20]1. Starting materials: CNC(=O)c1ccc(C)c(Nc2nc(S(C)(=O)=O)nc(N(C)CC(C)(C)C)c2C#N)c1, CN, C1COCCO1. Yields the product CNC(=O)c1ccc(C)c(Nc2nc(NC)nc(N(C)CC(C)(C)C)c2C#N)c1. Reaction SMILES: [C:1](#[N:2])[c:3]1[c:4]([NH:20][c:21]2[cH:22][c:23]([C:24](=[O:25])[NH:26][CH3:27])[cH:28][cH:29][c:30]2[CH3:31])[n:5][c:6]([S:16]([CH3:17])(=[O:18])=[O:19])[n:7][c:8]1[N:9]([CH3:10])[CH2:11][C:12]([CH3:13])([CH3:14])[CH3:15].[CH3:32][NH2:33].[O:34]1[CH2:35][CH2:36][O:37][CH2:38][CH2:39]1>>[C:1](#[N:2])[c:3]1[c:4]([NH:20][c:21]2[cH:22][c:23]([C:24](=[O:25])[NH:26][CH3:27])[cH:28][cH:29][c:30]2[CH3:31])[n:5][c:6]([NH:33][CH3:32])[n:7][c:8]1[N:9]([CH3:10])[CH2:11][C:12]([CH3:13])([CH3:14])[CH3:15]. Reactants: Cl (HCl), C(O)(O)=O.C1(CCCC1)OC=1C=C(CN)C=CC1OC (3-cyclopentyloxy-4-methoxy-benzylamine carbonate), [O-]C#N.[Na+] (sodium cyanate), [O-]C#N.[Na+] (sodium cyanate). Solvent: O (water), C1CCOC1 (THF). The product is C1(CCCC1)OC=1C=C(CNC(=O)N)C=CC1OC (3-Cyclopentyloxy-4-methoxy-benzyl urea). Yield: 97.0%. RXN SMILES: Cl.C(=O)(O)O.[CH:6]1([O:11][C:12]2[CH:13]=[C:14]([CH:17]=[CH:18][C:19]=2[O:20][CH3:21])[CH2:15][NH2:16])[CH2:10][CH2:9][CH2:8][CH2:7]1.[O-:22][C:23]#[N:24].[Na+]>O.C1COCC1>[CH:6]1([O:11][C:12]2[CH:13]=[C:14]([CH:17]=[CH:18][C:19]=2[O:20][CH3:21])[CH2:15][NH:16][C:23]([NH2:24])=[O:22])[CH2:7][CH2:8][CH2:9][CH2:10]1 |f:1.2,3.4|. Procedure details: 25 ml of 5N HCl was added to a solution of 31.54 g of 3-cyclopentyloxy-4-methoxy-benzylamine carbonate and 8.30 g of sodium cyanate in 440 ml of water and 50 ml of THF over 15 minutes. After 3 hours another 0.83 g of sodium cyanate was added. After 20 hours the solid was collected, washed with water containing 5% of THF, suspended in 2.2 liters of ether and collected to give the title compound as a white solid (28.55 g) mp 134-5° C. Reactants: N[C@H]1[C@H]2S[C@](CN2C1=O)(C(=O)OCC1=CC=C(C=C1)[N+](=O)[O-])N1C(N(CC1)N=CC1=CC=CC=C1)=O ((3R,5R,6R)-6-amino-3-(3-benzylideneamino-2-oxoimidazolidin-1-yl)-3-(p-nitrobenzyloxycarbonyl)-7-oxo-4-thia-1-azabicyclo[3.2.0]heptane), C(O)([O-])=O.[Na+] (sodium hydrogencarbonate), [N+](=O)([O-])C1=C(C=CC(=C1)[N+](=O)[O-])NN (2,4-dinitrophenylhydrazine), O.C1(=CC=C(C=C1)S(=O)(=O)O)C (p-toluenesulfonic acid monohydrate), [Cl-].[Na+] (sodium chloride). Solvent: C(Cl)Cl (methylene chloride), CO (methanol), O (water). Run at time 1.5 hour. Product: N[C@H]1[C@H]2S[C@](CN2C1=O)(C(=O)OCC1=CC=C(C=C1)[N+](=O)[O-])N1C(N(CC1)N)=O ((3R, 5R,6R)-6-amino-3-(3-amino-2-oxoimidazolidin-1-yl)-3-(p-nitrobenzyloxycarbonyl)-7-oxo-4-thia-1-azabicyclo[3.2.0]heptane). Isolated yield 81.8%. As a reaction SMILES: [NH2:1][C@@H:2]1[C:8](=[O:9])[N:7]2[C@@H:3]1[S:4][C@@:5]([N:23]1[CH2:27][CH2:26][N:25]([N:28]=CC3C=CC=CC=3)[C:24]1=[O:36])([C:10]([O:12][CH2:13][C:14]1[CH:19]=[CH:18][C:17]([N+:20]([O-:22])=[O:21])=[CH:16][CH:15]=1)=[O:11])[CH2:6]2.[N+](C1C=C([N+]([O-])=O)C=CC=1NN)([O-])=O.O.C1(C)C=CC(S(O)(=O)=O)=CC=1.C(=O)([O-])O.[Na+].[Cl-].[Na+]>O.CO.C(Cl)Cl>[NH2:1][C@@H:2]1[C:8](=[O:9])[N:7]2[C@@H:3]1[S:4][C@@:5]([N:23]1[CH2:27][CH2:26][N:25]([NH2:28])[C:24]1=[O:36])([C:10]([O:12][CH2:13][C:14]1[CH:15]=[CH:16][C:17]([N+:20]([O-:22])=[O:21])=[CH:18][CH:19]=1)=[O:11])[CH2:6]2 |f:2.3,4.5,6.7|. Procedure: In a mixed solvent consisting of 200 ml of methylene chloride and 70 ml of methanol was dissolved 13.2 g of (3R,5R,6R)-6-amino-3-(3-benzylideneamino-2-oxoimidazolidin-1-yl)-3-(p-nitrobenzyloxycarbonyl)-7-oxo-4-thia-1-azabicyclo[3.2.0]heptane. Thereto were added 10.3 g of 2,4-dinitrophenylhydrazine and 9.83 g of p-toluenesulfonic acid monohydrate in this order. The mixture was stirred at room temperature for 1.5 hours. The insolubles were removed by filtration. The insolubles were washed with a m... Reactants: O=C(Cl)c1ccccc1Cl, CN1CCC(C(=O)c2cccc(N)c2)CC1. The product is CN1CCC(C(=O)c2cccc(NC(=O)c3ccccc3Cl)c2)CC1. As a reaction SMILES: [Cl:17][C:18](=[O:19])[c:20]1[cH:21][cH:22][cH:23][cH:24][c:25]1[Cl:26].[NH2:1][c:2]1[cH:3][c:4]([C:5](=[O:6])[CH:7]2[CH2:8][CH2:9][N:10]([CH3:13])[CH2:11][CH2:12]2)[cH:14][cH:15][cH:16]1>>[NH:1]([c:2]1[cH:3][c:4]([C:5](=[O:6])[CH:7]2[CH2:8][CH2:9][N:10]([CH3:13])[CH2:11][CH2:12]2)[cH:14][cH:15][cH:16]1)[C:18](=[O:19])[c:20]1[cH:21][cH:22][cH:23][cH:24][c:25]1[Cl:26]. Reactants: C(C)(C)OC1=C(C=C(C=CC(=O)OCC)C=C1)OC (ethyl 4-isopropoxy-3-methoxycinnamate), [Cl-].[Al+3].[Cl-].[Cl-] (aluminium chloride), [H-].[Al+3].[Li+].[H-].[H-].[H-] (lithium aluminum hydride), S(O)(O)(=O)=O (sulfuric acid). Solvent: C(C)OCC.O1CCCC1 (diethyl ether tetrahydrofuran), C(C)OCC (diethyl ether), C(C)OCC (diethyl ether), O (water). Reaction conditions: time 10 minute. The product is C(C)(C)OC1=C(C=C(C=C1)/C=C/CO)OC ((E)-3-(4-isopropoxy-3-methoxyphenyl)-2-propenol). Isolated yield 90.7%. RXN SMILES: [Cl-].[Al+3].[Cl-].[Cl-].[H-].[Al+3].[Li+].[H-].[H-].[H-].[CH:11]([O:14][C:15]1[CH:27]=[CH:26][C:18]([CH:19]=[CH:20][C:21](OCC)=[O:22])=[CH:17][C:16]=1[O:28][CH3:29])([CH3:13])[CH3:12].S(=O)(=O)(O)O>C(OCC)C.C(OCC)C.O1CCCC1.O>[CH:11]([O:14][C:15]1[CH:27]=[CH:26][C:18](/[CH:19]=[CH:20]/[CH2:21][OH:22])=[CH:17][C:16]=1[O:28][CH3:29])([CH3:13])[CH3:12] |f:0.1.2.3,4.5.6.7.8.9,13.14|. Procedure: A solution of aluminium chloride (AlCl3) (6.1 g) in diethyl ether (70 ml) was added dropwise to a suspension of lithium aluminum hydride (LiAlH4) (6.4 g) in diethyl ether (270 ml) at 0° C., and the mixture was stirred at room temperature for 10 minutes. Then, a solution of ethyl 4-isopropoxy-3-methoxycinnamate (35.4 g) in diethyl ether-tetrahydrofuran (3:1, 220 ml) was added dropwise at room temperature. The mixture was stirred at room temperature for 2 hours. Then water (170 ml) and 6N sulfuric...